Task: describe an organic reaction: reactants, conditions, products, and yield. Dataset: the Open Reaction Database (ORD), a public repository of structured organic reaction records Reaction SMILES: [CH2:40]1[O:41][CH2:42][CH2:43][CH2:44]1.[CH3:1][S:2][CH2:3][C:4]([OH:5])=[O:6].[CH3:38][OH:39].[Cl:7][C:8]([C:9]([Cl:10])=[O:11])=[O:12].[NH2:18][c:19]1[c:20]2[c:24]([cH:25][cH:26][cH:27]1)[C:23](=[O:28])[N:22]([CH:29]1[C:30](=[O:36])[NH:31][C:32](=[O:35])[CH2:33][CH2:34]1)[C:21]2=[O:37].[O:13]=[CH:14][N:15]([CH3:16])[CH3:17]>>[CH3:1][S:2][CH2:3][C:4](=[O:6])[NH:18][c:19]1[c:20]2[c:24]([cH:25][cH:26][cH:27]1)[C:23](=[O:28])[N:22]([CH:29]1[C:30](=[O:36])[NH:31][C:32](=[O:35])[CH2:33][CH2:34]1)[C:21]2=[O:37]. The product is CSCC(=O)Nc1cccc2c1C(=O)N(C1CCC(=O)NC1=O)C2=O. The reactants are C1CCOC1, CSCC(=O)O, CO, O=C(Cl)C(=O)Cl, Nc1cccc2c1C(=O)N(C1CCC(=O)NC1=O)C2=O, CN(C)C=O.